This data is from the Open Reaction Database (ORD), a public repository of structured organic reaction records. The task is: describe an organic reaction: reactants, conditions, products, and yield Reactants: BrBr, CC(=O)O, COc1ccc(Cn2cnc3cc(N)ccc32)cc1. Yields the product COc1ccc(Cn2cnc3c(Br)c(N)ccc32)cc1. RXN SMILES: [Br:20][Br:21].[C:22]([OH:23])(=[O:24])[CH3:25].[CH3:1][O:2][c:3]1[cH:4][cH:5][c:6]([CH2:7][n:8]2[cH:9][n:10][c:11]3[c:12]2[cH:13][cH:14][c:15]([NH2:17])[cH:16]3)[cH:18][cH:19]1>>[CH3:1][O:2][c:3]1[cH:4][cH:5][c:6]([CH2:7][n:8]2[cH:9][n:10][c:11]3[c:12]2[cH:13][cH:14][c:15]([NH2:17])[c:16]3[Br:20])[cH:18][cH:19]1. Conditions: time 5 minute. RXN SMILES: [OH:1][C:2]1[CH:3]=[C:4]2[C:9](=[CH:10][CH:11]=1)[C:8](=[O:12])[CH2:7][CH2:6][CH2:5]2.[Br:13]Br>C(O)(=O)C.O>[Br:13][C:3]1[C:2]([OH:1])=[CH:11][CH:10]=[C:9]2[C:4]=1[CH2:5][CH2:6][CH2:7][C:8]2=[O:12]. Procedure: To a solution of 4.3 g of 6-hydroxy-1-teralone in 0 ml of acetic acid and 6 ml of water with stirring under ice cooling is added dropwise a solution of 5.1 g of bromine in acetic acid for 8 minutes. After addition, the mixture is stirred unde ice cooling for 5 minutes and at room temperature for 30 minutes. To the reaction mixture is added 170 ml of ice-cold water. The insoluble substance is collected by filtration, dried and recrystallized from a mixture of hexane, ethyl acetate and ethanol to ... The product is BrC1=C2CCCC(C2=CC=C1O)=O (5-bromo-6-hydroxy-3,4-dihydro-1(2H)-naphthalenone). The yield is 75.1%. Starting materials: BrBr (bromine), OC=1C=C2CCCC(C2=CC1)=O (6-hydroxy-1-teralone), ice. Solvent: C(C)(=O)O (acetic acid), C(C)(=O)O (acetic acid), O (water). Starting materials: COC=1C=C(C=CC1)CC(=O)OC (Methyl 3-methoxy-phenylacetate), C(C1=CC=CC=C1)(=O)Cl (benzoyl chloride), [Cl-].[Al+3].[Cl-].[Cl-] (aluminum chloride). The product is C(C1=CC=CC=C1)(=O)C1=C(C=C(C=C1)OC)CC(=O)OC (Methyl 2-Benzoyl-5-methoxyphenylacetate). As a reaction SMILES: [CH3:1][O:2][C:3]1[CH:4]=[C:5]([CH2:9][C:10]([O:12][CH3:13])=[O:11])[CH:6]=[CH:7][CH:8]=1.[C:14](Cl)(=[O:21])[C:15]1[CH:20]=[CH:19][CH:18]=[CH:17][CH:16]=1.[Cl-].[Al+3].[Cl-].[Cl-]>>[C:14]([C:6]1[CH:7]=[CH:8][C:3]([O:2][CH3:1])=[CH:4][C:5]=1[CH2:9][C:10]([O:12][CH3:13])=[O:11])(=[O:21])[C:15]1[CH:20]=[CH:19][CH:18]=[CH:17][CH:16]=1 |f:2.3.4.5|. Procedure: Methyl 3-methoxy-phenylacetate was treated with benzoyl chloride and aluminum chloride as described in J. Chem. Soc., Perkin Trans I 1991, 171 to give the title compound. The product is CC1=CC=C(C=N1)C(CC1=CC=C(C=C1)S(=O)(=O)C)=O (1-(6-methylpyridin-3-yl)-2-[4-(methylsulfonyl)phenyl]ethanone). Reagents/catalysts: C/C(=C/C(=O)C)/[O-].C/C(=C/C(=O)C)/[O-].[Pd+2] (Pd(acac)2). RXN SMILES: C[C:2]1(C)[C:28]2[C:23](=[C:24](P(C3C=CC=CC=3)C3C=CC=CC=3)[CH:25]=[CH:26][CH:27]=2)O[C:4]2[C:5](P(C3C=CC=CC=3)C3C=CC=CC=3)=[CH:6][CH:7]=[CH:8][C:3]1=2.BrC1C=CC([CH2:50][S:51](CC2C=CC(Br)=CC=2)(=[O:53])=[O:52])=CC=1.C(C1[C:66](C)=[N:67]C=CC=1)(=O)C.[O-:72]P([O-])([O-])=O.[K+].[K+].[K+]>C/C(/[O-])=C/C(C)=O.C/C(/[O-])=C/C(C)=O.[Pd+2]>[CH3:27][C:26]1[N:67]=[CH:66][C:23]([C:28](=[O:72])[CH2:2][C:3]2[CH:4]=[CH:5][C:6]([S:51]([CH3:50])(=[O:53])=[O:52])=[CH:7][CH:8]=2)=[CH:24][CH:25]=1 |f:3.4.5.6,7.8.9|. Reported procedure: Pd(acac)2 (6.1 mg, 0.02 mmol, 0.5 mol %) and Xantphos (23.2 mg, 0.04 mmol, 1 mol o) are introduced into a flared flask provided with coolant. 4-bromophenylmethylsulfone of formula (III, X═Br) (1.17 g, 5 mmol), acetylpicoline of formula (II) (541 mg, 4 mmol) and K3PO4 (2.55 g, 12.0 mmol, 3 eq) are added thereto. Once the argon atmosphere has been stabilized with vacuum-argon cycles, anhydrous and degassed NMP (15 ml) is added with a syringe. The mixture is then kept stirred under stirring in an a... The reactants are BrC1=CC=C(C=C1)CS(=O)(=O)CC1=CC=C(C=C1)Br (4-bromophenylmethylsulfone), III, C(C)(=O)C=1C(=NC=CC1)C (acetylpicoline), ( II ), [O-]P(=O)([O-])[O-].[K+].[K+].[K+] (K3PO4), CC1(C2=C(C(=CC=C2)P(C3=CC=CC=C3)C4=CC=CC=C4)OC5=C(C=CC=C51)P(C6=CC=CC=C6)C7=CC=CC=C7)C (Xantphos). The yield is 91.0%. The reactants are C1CCOC1, CI, O=Cc1c(Cl)[nH]c2ccc([N+](=O)[O-])cc12, [H-], [Na+]. Yields the product Cn1c(Cl)c(C=O)c2cc([N+](=O)[O-])ccc21. As a reaction SMILES: [CH2:20]1[O:21][CH2:22][CH2:23][CH2:24]1.[CH3:18][I:19].[Cl:1][c:2]1[nH:3][c:4]2[cH:5][cH:6][c:7]([N+:13](=[O:14])[O-:15])[cH:8][c:9]2[c:10]1[CH:11]=[O:12].[H-:17].[Na+:16]>>[Cl:1][c:2]1[n:3]([CH3:18])[c:4]2[cH:5][cH:6][c:7]([N+:13](=[O:14])[O-:15])[cH:8][c:9]2[c:10]1[CH:11]=[O:12]. Reactants: COc1ccc(-c2cnc3c(S(C)(=O)=O)nccn23)cc1, CN1CCCC1=O, CCOC(C)=O, CCN(C(C)C)C(C)C, NCc1cccc(S(N)(=O)=O)c1. Product: COc1ccc(-c2cnc3c(NCc4cccc(S(N)(=O)=O)c4)nccn23)cc1. Reaction SMILES: [CH3:1][S:2](=[O:3])(=[O:4])[c:5]1[c:6]2[n:7]([cH:8][cH:9][n:10]1)[c:11](-[c:14]1[cH:15][cH:16][c:17]([O:20][CH3:21])[cH:18][cH:19]1)[cH:12][n:13]2.[CH3:43][N:44]1[CH2:45][CH2:46][CH2:47][C:48]1=[O:49].[CH3:50][CH2:51][O:52][C:53]([CH3:54])=[O:55].[CH:34]([N:35]([CH2:36][CH3:37])[CH:38]([CH3:39])[CH3:40])([CH3:41])[CH3:42].[NH2:22][CH2:23][c:24]1[cH:25][c:26]([S:30](=[O:31])(=[O:32])[NH2:33])[cH:27][cH:28][cH:29]1>>[c:5]1([NH:22][CH2:23][c:24]2[cH:25][c:26]([S:30](=[O:31])(=[O:32])[NH2:33])[cH:27][cH:28][cH:29]2)[c:6]2[n:7]([cH:8][cH:9][n:10]1)[c:11](-[c:14]1[cH:15][cH:16][c:17]([O:20][CH3:21])[cH:18][cH:19]1)[cH:12][n:13]2. Starting materials: CC(C)(C)OC(=O)NCC1CN(c2cc(F)c3c(c2)CC(=O)N3C2CC2)C(=O)O1, ClCCl, O=C(O)C(F)(F)F. Product: O=C(O)C(F)(F)F, NCC1CN(c2cc(F)c3c(c2)CC(=O)N3C2CC2)C(=O)O1. RXN SMILES: [C:1]([O:2][C:3](=[O:4])[NH:7][CH2:8][CH:9]1[CH2:10][N:11]([c:15]2[cH:16][c:17]3[c:21]([c:22]([F:24])[cH:23]2)[N:20]([CH:25]2[CH2:26][CH2:27]2)[C:19](=[O:28])[CH2:18]3)[C:12](=[O:14])[O:13]1)([CH3:5])([CH3:6])[CH3:29].[Cl:37][CH2:38][Cl:39].[F:30][C:31]([C:32](=[O:33])[OH:34])([F:35])[F:36]>>[F:30][C:31]([C:32](=[O:33])[OH:34])([F:35])[F:36].[NH2:7][CH2:8][CH:9]1[CH2:10][N:11]([c:15]2[cH:16][c:17]3[c:21]([c:22]([F:24])[cH:23]2)[N:20]([CH:25]2[CH2:26][CH2:27]2)[C:19](=[O:28])[CH2:18]3)[C:12](=[O:14])[O:13]1.